From a dataset of the Open Reaction Database (ORD), a public repository of structured organic reaction records. describe an organic reaction: reactants, conditions, products, and yield The reactants are hexane-ether, BrC1=CC=C(O1)C(=O)N(CC)CC (5-Bromo-N,N-diethyl-2-furancarboxamide), BrCCCCCCOCC#C (3-[(6-bromohexyl)oxy]-1-propyne), Intermediate 9. Conditions: time 4 hour. The product is BrCCCCCCOCC#CC1=CC=C(O1)C(=O)N(CC)CC (5-[3-[(6-Bromohexyl)oxy]-1-propynyl]-N,N-diethyl-2-furancarboxamide). Yield: 95.4%. As a reaction SMILES: Br[C:2]1[O:6][C:5]([C:7]([N:9]([CH2:12][CH3:13])[CH2:10][CH3:11])=[O:8])=[CH:4][CH:3]=1.[Br:14][CH2:15][CH2:16][CH2:17][CH2:18][CH2:19][CH2:20][O:21][CH2:22][C:23]#[CH:24]>>[Br:14][CH2:15][CH2:16][CH2:17][CH2:18][CH2:19][CH2:20][O:21][CH2:22][C:23]#[C:24][C:2]1[O:6][C:5]([C:7]([N:9]([CH2:12][CH3:13])[CH2:10][CH3:11])=[O:8])=[CH:4][CH:3]=1. Procedure details: 5-Bromo-N,N-diethyl-2-furancarboxamide (2.0 g) was treated with 3-[(6-bromohexyl)oxy]-1-propyne (1.87 g) according to the method of Intermediate 9 except that the reaction mixture was stirred under nitrogen at 60° for 4 h, and hexane-ether (5:1 then 2:1 then 1:1) was used as the eluant for FCC. This afforded the title compound as a dark yellow oil (2.98 g), t.l.c. (diethyl ether) Rf 0.35. Starting materials: BrCOC1=CC=CC=C1 (2-bromomethoxybenzene), C(C)(C)(C)C1=C(O)C(=CC(=C1)O)C(C)(C)C (2,6-di(t-butyl)hydroquinone). Product: C(C)(C)(C)C=1C(C(=CC(C1)(C1=C(C=CC=C1)OC)O)C(C)(C)C)=O (2,6-di(t-butyl)-4-hydroxy-4-(2'-methoxyphenyl)-2,5-cyclohexadienone). As a reaction SMILES: Br[CH2:2][O:3][C:4]1[CH:9]=[CH:8][CH:7]=[CH:6][CH:5]=1.[C:10]([C:14]1[CH:20]=[C:19]([OH:21])[CH:18]=[C:17]([C:22]([CH3:25])([CH3:24])[CH3:23])[C:15]=1[OH:16])([CH3:13])([CH3:12])[CH3:11]>>[C:10]([C:14]1[C:15](=[O:16])[C:17]([C:22]([CH3:25])([CH3:24])[CH3:23])=[CH:18][C:19]([OH:21])([C:5]2[CH:6]=[CH:7][CH:8]=[CH:9][C:4]=2[O:3][CH3:2])[CH:20]=1)([CH3:13])([CH3:12])[CH3:11]. Reported procedure: Using the method described in Example 1, 2-bromomethoxybenzene is reacted with 2,6-di(t-butyl)hydroquinone to provide 2,6-di(t-butyl)-4-hydroxy-4-(2'-methoxyphenyl)-2,5-cyclohexadienone. This product is dissolved in ethanol and reduced with hydrogen gas on a Parr apparatus using palladium on charcoal as the catalyst. The white solid product is recrystallized from benzene to provide 2,6-di(t-butyl)-4-(2'-methoxyphenyl)phenol, m.p. 98.5°-100° C.